This data is from the Open Reaction Database (ORD), a public repository of structured organic reaction records. The task is: describe an organic reaction: reactants, conditions, products, and yield Starting materials: CN1CCN(CC1)CC1=C(C=C(C=C1)[N+](=O)[O-])C(F)(F)F (4-methyl-1-(4-nitro-2-(trifluoromethyl)benzyl)piperazine). The reagents and catalysts are [Ni] (Raney Nickel). Run in CO (MeOH). Run at time 24 hour. Yields the product CN1CCN(CC1)CC1=C(C=C(N)C=C1)C(F)(F)F (4-((4-Methylpiperazin-1-yl)methyl)-3-(trifluoromethyl)aniline). The yield is 99.5%. As a reaction SMILES: [CH3:1][N:2]1[CH2:7][CH2:6][N:5]([CH2:8][C:9]2[CH:14]=[CH:13][C:12]([N+:15]([O-])=O)=[CH:11][C:10]=2[C:18]([F:21])([F:20])[F:19])[CH2:4][CH2:3]1>CO.[Ni]>[CH3:1][N:2]1[CH2:7][CH2:6][N:5]([CH2:8][C:9]2[CH:14]=[CH:13][C:12]([NH2:15])=[CH:11][C:10]=2[C:18]([F:21])([F:19])[F:20])[CH2:4][CH2:3]1. Reported procedure: Into a solution 4-methyl-1-(4-nitro-2-(trifluoromethyl)benzyl)piperazine (1.5 g, 5 mmol) in MeOH (250 mL) was added Raney Nickel (0.15 g, 10 wt %). The suspension was stirred under hydrogen atmosphere (50 psi) for 24 hrs and monitored by TLC. The reaction mixture was filtered through celite and the filtrate was concentrated under reduced pressure to yield the desired product (1.36 g, 100%). 1H NMR (300 MHz, CDCl3) δ: 7.43-7.46 (1H, d, J=9.0 Hz), 6.91 (1H, s), 6.77-6.80 (1H, d J=9.0 Hz), 3.77 (2H... Reactants: COc1c(C)ccc2cnc(NC3CCC(O)CC3)nc12, CCOC(C)=O, CN(C)C=O. Product: Cc1ccc2cnc(NC3CCC(O)CC3)nc2c1O. As a reaction SMILES: [CH3:1][O:2][c:3]1[c:4]([CH3:21])[cH:5][cH:6][c:7]2[cH:8][n:9][c:10]([NH:13][CH:14]3[CH2:15][CH2:16][CH:17]([OH:20])[CH2:18][CH2:19]3)[n:11][c:12]12.[CH3:22][CH2:23][O:24][C:25]([CH3:26])=[O:27].[O:28]=[CH:29][N:30]([CH3:31])[CH3:32]>>[OH:2][c:3]1[c:4]([CH3:21])[cH:5][cH:6][c:7]2[cH:8][n:9][c:10]([NH:13][CH:14]3[CH2:15][CH2:16][CH:17]([OH:20])[CH2:18][CH2:19]3)[n:11][c:12]12. Starting materials: C1CCOC1, COc1cc(C)ccn1, COC(=O)OC, CN(C)P(=O)(N(C)C)N(C)C, CC(C)[N-]C(C)C, [Li+]. Product: COC(=O)Cc1ccnc(OC)c1. Reaction SMILES: [CH2:35]1[O:36][CH2:37][CH2:38][CH2:39]1.[CH3:20][O:21][c:22]1[n:23][cH:24][cH:25][c:26]([CH3:28])[cH:27]1.[CH3:29][O:30][C:31](=[O:32])[O:33][CH3:34].[CH3:9][N:10]([CH3:11])[P:12](=[O:13])([N:14]([CH3:15])[CH3:16])[N:17]([CH3:18])[CH3:19].[CH:1]([N-:2][CH:3]([CH3:4])[CH3:5])([CH3:6])[CH3:7].[Li+:8]>>[CH3:20][O:21][c:22]1[n:23][cH:24][cH:25][c:26]([CH2:28][C:31]([O:30][CH3:29])=[O:32])[cH:27]1. The reactants are FC(C(=O)OC(C(F)(F)F)=O)(F)F (Trifluoroacetic anhydride), CON=C(C(=O)NC1[C@@H]2N(C(C(CS2)O)C(=O)O)C1=O)C(CBr)=O (7-(2-methoxyimino-3-oxo-4-bromobutyramido)-3-hydroxycepham-4-carboxylic acid). Yields the product CON=C(C(=O)NC1[C@@H]2N(C(=CCS2)C(=O)O)C1=O)C(CBr)=O (7-(2-methoxyimino-3-oxo-4-bromobutyramido)-3-cephem-4-carboxylic acid). Reaction SMILES: FC(F)(F)C(OC(=O)C(F)(F)F)=O.[CH3:14][O:15][N:16]=[C:17]([C:34](=[O:37])[CH2:35][Br:36])[C:18]([NH:20][CH:21]1[C:32](=[O:33])[N:23]2[CH:24]([C:29]([OH:31])=[O:30])[CH:25](O)[CH2:26][S:27][C@H:22]12)=[O:19]>O1CCCC1>[CH3:14][O:15][N:16]=[C:17]([C:34](=[O:37])[CH2:35][Br:36])[C:18]([NH:20][CH:21]1[C:32](=[O:33])[N:23]2[C:24]([C:29]([OH:31])=[O:30])=[CH:25][CH2:26][S:27][C@H:22]12)=[O:19]. Procedure details: Trifluoroacetic anhydride (1 ml.) was added to a solution of 7-(2-methoxyimino-3-oxo-4-bromobutyramido)-3-hydroxycepham-4-carboxylic acid (syn isomer, 1 g.) in tetrahydrofuran (3 ml.) and the mixture was treated in a similar manner to that of Example 18 to give 7-(2-methoxyimino-3-oxo-4-bromobutyramido)-3-cephem-4-carboxylic acid (syn isomer, 0.65 g.). Yield: 67.9%. The solvent is O1CCCC1 (tetrahydrofuran). Starting materials: ClC=1C=C2C(C(NC2=CC1)=O)(CC(N1CCN(CC1)C1=NC=CC=C1)=O)C1=C(C=CC=C1)OC (5-chloro-3-(2-methoxyphenyl)-3-[2-oxo-2-(4-pyridin-2-ylpiperazin-1-yl)ethyl]-1,3-dihydro-2H-indol-2-one), COC1=CC(=C(C=C1)S(=O)(=O)Cl)OC(F)(F)F (4-methoxy-2-(trifluoromethoxy)benzene sulfonyl chloride). Product: ClC=1C=C2C(C(N(C2=CC1)S(=O)(=O)C1=C(C=C(C=C1)OC)OC(F)(F)F)=O)(CC(N1CCN(CC1)C1=NC=CC=C1)=O)C1=C(C=CC=C1)OC (5-chloro-3-(2-methoxyphenyl)-1-{[4-methoxy-2-(trifluoromethoxy)phenyl]sulfonyl}-3-[2-oxo-2-(4-pyridin-2-ylpiperazin-1-yl)ethyl]-1,3-dihydro-2H-indol-2-one). As a reaction SMILES: [Cl:1][C:2]1[CH:3]=[C:4]2[C:8](=[CH:9][CH:10]=1)[NH:7][C:6](=[O:11])[C:5]2([C:27]1[CH:32]=[CH:31][CH:30]=[CH:29][C:28]=1[O:33][CH3:34])[CH2:12][C:13](=[O:26])[N:14]1[CH2:19][CH2:18][N:17]([C:20]2[CH:25]=[CH:24][CH:23]=[CH:22][N:21]=2)[CH2:16][CH2:15]1.[CH3:35][O:36][C:37]1[CH:42]=[CH:41][C:40]([S:43](Cl)(=[O:45])=[O:44])=[C:39]([O:47][C:48]([F:51])([F:50])[F:49])[CH:38]=1>>[Cl:1][C:2]1[CH:3]=[C:4]2[C:8](=[CH:9][CH:10]=1)[N:7]([S:43]([C:40]1[CH:41]=[CH:42][C:37]([O:36][CH3:35])=[CH:38][C:39]=1[O:47][C:48]([F:49])([F:50])[F:51])(=[O:45])=[O:44])[C:6](=[O:11])[C:5]2([C:27]1[CH:32]=[CH:31][CH:30]=[CH:29][C:28]=1[O:33][CH3:34])[CH2:12][C:13](=[O:26])[N:14]1[CH2:19][CH2:18][N:17]([C:20]2[CH:25]=[CH:24][CH:23]=[CH:22][N:21]=2)[CH2:16][CH2:15]1. Reported procedure: With 300 mg of the compound obtained in Step 47-1 and 201 mg of 4-methoxy-2-(trifluoromethoxy)benzene sulfonyl chloride as starting materials, 410 mg of free form of the title compound (pale yellow amorphous) was obtained by a similar method to Example 2. In a similar procedure to Example 43, 383 mg of the obtained free form underwent salt formation and was solidified to obtain 405 mg of the title compound (pale yellow solid). Reactants: COC1=CC=CC2=CC=CC=C12 (1-methoxynaphthalene), C(C)(=O)OCC1=CS[C@H]2N(C1C(=O)O)C(C2NC(CC2=CC=CC=C2)=O)=O (3-acetoxymethyl-7-(N-phenylacetyl-amino)-ceph-2-em-4ξ-carboxylic acid). Solvent: C1(=CC=CC=C1)C (toluene), FC(C(=O)O)(F)F (trifluoroacetic acid). Run at time 15 minute. The product is COC1=CC=C(C2=CC=CC=C12)CC1=CS[C@H]2N(C1C(=O)O)C(C2NC(CC2=CC=CC=C2)=O)=O (3-(4-Methoxy-1-naphthylmethyl)-7-(N-phenylacetylamino)-ceph-2-em-4ξ-carboxylic acid). As a reaction SMILES: [CH3:1][O:2][C:3]1[C:12]2[C:7](=[CH:8][CH:9]=[CH:10][CH:11]=2)[CH:6]=[CH:5][CH:4]=1.C(O[CH2:17][C:18]1[CH:23]([C:24]([OH:26])=[O:25])[N:22]2[C:27](=[O:39])[CH:28]([NH:29][C:30](=[O:38])[CH2:31][C:32]3[CH:37]=[CH:36][CH:35]=[CH:34][CH:33]=3)[C@H:21]2[S:20][CH:19]=1)(=O)C>FC(F)(F)C(O)=O.C1(C)C=CC=CC=1>[CH3:1][O:2][C:3]1[C:12]2[C:7](=[CH:8][CH:9]=[CH:10][CH:11]=2)[C:6]([CH2:17][C:18]2[CH:23]([C:24]([OH:26])=[O:25])[N:22]3[C:27](=[O:39])[CH:28]([NH:29][C:30](=[O:38])[CH2:31][C:32]4[CH:33]=[CH:34][CH:35]=[CH:36][CH:37]=4)[C@H:21]3[S:20][CH:19]=2)=[CH:5][CH:4]=1. Reported procedure: A solution of 0.8 g of freshly distilled 1-methoxynaphthalene in 2.2 ml of trifluoroacetic acid is mixed with 0.4 g of 3-acetoxymethyl-7-(N-phenylacetyl-amino)-ceph-2-em-4ξ-carboxylic acid and the resulting solution is left to stand for 15 minutes at room temperature. It is then diluted with an equal amount of toluene and evaporated to dryness under reduced pressure. The residue is taken up in 50 ml of acetic acid ethyl ester and 30 ml of a 10% strength aqueous dipotassium hydrogen phosphate sol...